describe an organic reaction: reactants, conditions, products, and yield From a dataset of the Open Reaction Database (ORD), a public repository of structured organic reaction records. Starting materials: [N-]=C=O (isocyanate), [Cl-].[Al+3].[Cl-].[Cl-] (aluminum chloride), C(C)S(=O)(=O)CCC(=O)NNC(=O)N1C2=C(OC3=C(C1)C=C(C=C3)Cl)C=CC(=C2)Cl (2.8-dichlorodibenz[b,f][1,4]oxazepine-10(11 H)-carboxylic acid, 2-[3-(ethylsulfonyl)-1-oxopropyl]hydrazide). Solvent: BrC1=CC=CC=C1 (bromobenzene). Run at temperature 150 celsius, time 30 minute. Product: ClC1=CC=CC=2C(NC3=C(OC21)C=CC=C3)=O (4-chlorodibenz[b,f][1,4]oxazepin-11(10H)-one). RXN SMILES: [N-:1]=[C:2]=[O:3].[Cl-:4].[Al+3].[Cl-].[Cl-].C(S(CCC(NNC(N1C[C:26]2[CH:28]=[C:29](Cl)[CH:30]=[CH:31][C:25]=2[O:24][C:23]2[CH:33]=[CH:34][C:35](Cl)=[CH:36][C:22]1=2)=O)=O)(=O)=O)C>BrC1C=CC=CC=1>[Cl:4][C:22]1[C:23]2[O:24][C:25]3[CH:31]=[CH:30][CH:29]=[CH:28][C:26]=3[NH:1][C:2](=[O:3])[C:33]=2[CH:34]=[CH:35][CH:36]=1 |f:1.2.3.4|. Procedure details: To a solution of phosgene (1.93 M in toluene, 42 mL) under nitrogen at approximately 5° C. was added dropwise a solution of the title compound of Example 18(b) (3.50 g) in toluene (11 mL). The mixture was stirred at 0°-5° C. for 30 minutes, and then heated on a steam bath for 30 minutes under nitrogen. Evaporation under vacuum yielded the isocyanate compound as a clear oil. IR: 2250 cm (strong). The isocyanate compound was taken up in bromobenzene (2; mL) and added dropwise to a stirred mixture ... Product: COC(=O)Cc1cccc(-c2cccc(COC3OC(CO)C(O)C(O)C3O)c2)c1. As a reaction SMILES: [CH3:35][OH:36].[CH:1]1([O:12][CH2:13][c:14]2[cH:15][c:16](-[c:20]3[cH:21][c:22]([CH2:26][C:27](=[O:28])[OH:29])[cH:23][cH:24][cH:25]3)[cH:17][cH:18][cH:19]2)[CH:2]([OH:3])[CH:4]([OH:5])[CH:6]([OH:7])[CH:8]([CH2:10][OH:11])[O:9]1.[S:30](=[O:31])(=[O:32])([OH:33])[OH:34]>>[CH:1]1([O:12][CH2:13][c:14]2[cH:15][c:16](-[c:20]3[cH:21][c:22]([CH2:26][C:27](=[O:28])[O:29][CH3:35])[cH:23][cH:24][cH:25]3)[cH:17][cH:18][cH:19]2)[CH:2]([OH:3])[CH:4]([OH:5])[CH:6]([OH:7])[CH:8]([CH2:10][OH:11])[O:9]1. Reactants: CO, O=C(O)Cc1cccc(-c2cccc(COC3OC(CO)C(O)C(O)C3O)c2)c1, O=S(=O)(O)O. Run in C(C)O (ethanol). Conditions: temperature 80 celsius, time 5 hour. Product: NC(CO)(CO)CCC1=CC=C(C=C1)C1=C(C=C(C=C1)SC1=CC=C(C=C1)C)F (2-amino-2-{2-[2′-fluoro-4′-(4-methylphenylthio)biphenyl-4-yl]ethyl}propane-1,3-diol). Reactants: FC1=C(C=CC(=C1)SC1=CC=C(C=C1)C)C1=CC=C(C=C1)CCC1(COC(OC1)(C)C)NC(C)=O (N-(5-{2-[2′-Fluoro-4′-(4-methylphenylthio)biphenyl-4-yl]ethyl}-2,2-dimethyl-1,3-dioxan-5-yl)acetamide), Cl (hydrochloric acid). Reaction SMILES: [F:1][C:2]1[CH:7]=[C:6]([S:8][C:9]2[CH:14]=[CH:13][C:12]([CH3:15])=[CH:11][CH:10]=2)[CH:5]=[CH:4][C:3]=1[C:16]1[CH:21]=[CH:20][C:19]([CH2:22][CH2:23][C:24]2([NH:32]C(=O)C)[CH2:29][O:28]C(C)(C)[O:26][CH2:25]2)=[CH:18][CH:17]=1.Cl>C(O)C>[NH2:32][C:24]([CH2:23][CH2:22][C:19]1[CH:18]=[CH:17][C:16]([C:3]2[CH:4]=[CH:5][C:6]([S:8][C:9]3[CH:10]=[CH:11][C:12]([CH3:15])=[CH:13][CH:14]=3)=[CH:7][C:2]=2[F:1])=[CH:21][CH:20]=1)([CH2:29][OH:28])[CH2:25][OH:26]. Reported procedure: N-(5-{2-[2′-Fluoro-4′-(4-methylphenylthio)biphenyl-4-yl]ethyl}-2,2-dimethyl-1,3-dioxan-5-yl)acetamide (1.187 g) was dissolved in ethanol (20 mL), concentrated hydrochloric acid (10 mL) was added, and the mixture was stirred at 80° C. for 5 hr. The reaction mixture was concentrated, aqueous potassium carbonate solution was added to the residue, and the precipitated crystals were collected by filtration. The crude crystals were purified by preparative HPLC to give the title compound (491 mg) as wh... The yield is 49.6%. The reactants are CC(C)=O, Cl, [I-], [Na+], O, Cc1ccc(S(=O)(=O)Cl)cc1, c1ccncc1, OCCCc1ccco1. Yields the product ICCCc1ccco1. RXN SMILES: [CH3:30][C:31](=[O:32])[CH3:33].[ClH:21].[I-:22].[Na+:23].[OH2:34].[c:10]1([CH3:11])[cH:12][cH:13][c:14]([S:15]([Cl:16])(=[O:17])=[O:18])[cH:19][cH:20]1.[cH:24]1[cH:25][cH:26][n:27][cH:28][cH:29]1.[o:1]1[c:2]([CH2:6][CH2:7][CH2:8][OH:9])[cH:3][cH:4][cH:5]1>>[o:1]1[c:2]([CH2:6][CH2:7][CH2:8][I:22])[cH:3][cH:4][cH:5]1. Starting materials: BrCCOC1=C(C=C2C(=NC=NC2=C1)NC1=CC(=CC=C1)C)OC (7-(2-bromoethoxy)-6-methoxy-4-(3'-methylanilino)quinazoline), N1CCOCC1 (morpholine). Conditions: time 4 hour. Yields the product COC=1C=C2C(=NC=NC2=CC1OCCN1CCOCC1)NC1=CC(=CC=C1)C (6-methoxy-4-(3'-methylanilino)-7-(2-morpholinoethoxy)quinazoline). RXN SMILES: Br[CH2:2][CH2:3][O:4][C:5]1[CH:14]=[C:13]2[C:8]([C:9]([NH:15][C:16]3[CH:21]=[CH:20][CH:19]=[C:18]([CH3:22])[CH:17]=3)=[N:10][CH:11]=[N:12]2)=[CH:7][C:6]=1[O:23][CH3:24].[NH:25]1[CH2:30][CH2:29][O:28][CH2:27][CH2:26]1>>[CH3:24][O:23][C:6]1[CH:7]=[C:8]2[C:13](=[CH:14][C:5]=1[O:4][CH2:3][CH2:2][N:25]1[CH2:30][CH2:29][O:28][CH2:27][CH2:26]1)[N:12]=[CH:11][N:10]=[C:9]2[NH:15][C:16]1[CH:21]=[CH:20][CH:19]=[C:18]([CH3:22])[CH:17]=1. Procedure details: A mixture of 7-(2-bromoethoxy)-6-methoxy-4-(3'-methylanilino)quinazoline (0.25 g) and morpholine (4 ml) was stirred at ambient temperature for 4 hours. The mixture was evaporated and the residue was partitioned between methylene chloride and a dilute aqueous sodium bicarbonate solution. The organic phase was dried (MgSO4) and evaporated. The residue was triturated under diethyl ether to give 6-methoxy-4-(3'-methylanilino)-7-(2-morpholinoethoxy)quinazoline (0.198 g), m.p. 168°-170° C. The reactants are O=C([O-])[O-], O=C(NCCCCl)c1ccc(OCc2ccccc2)cc1, OC1(Cc2ccccc2)CCNCC1, CCC(C)=O, [K+], [K+], O. The product is O=C(NCCCN1CCC(O)(Cc2ccccc2)CC1)c1ccc(OCc2ccccc2)cc1. Reaction SMILES: [C:36](=[O:37])([O-:38])[O-:39].[CH2:1]([c:2]1[cH:3][cH:4][cH:5][cH:6][cH:7]1)[O:8][c:9]1[cH:10][cH:11][c:12]([C:13](=[O:14])[NH:15][CH2:16][CH2:17][CH2:18][Cl:19])[cH:20][cH:21]1.[CH2:22]([c:23]1[cH:24][cH:25][cH:26][cH:27][cH:28]1)[C:29]1([OH:35])[CH2:30][CH2:31][NH:32][CH2:33][CH2:34]1.[CH3:42][C:43](=[O:44])[CH2:45][CH3:46].[K+:40].[K+:41].[OH2:47]>>[CH2:1]([c:2]1[cH:3][cH:4][cH:5][cH:6][cH:7]1)[O:8][c:9]1[cH:10][cH:11][c:12]([C:13](=[O:14])[NH:15][CH2:16][CH2:17][CH2:18][N:32]2[CH2:31][CH2:30][C:29]([CH2:22][c:23]3[cH:24][cH:25][cH:26][cH:27][cH:28]3)([OH:35])[CH2:34][CH2:33]2)[cH:20][cH:21]1. Reactants: ClC=1N=CC=2C=CC=C(C2C1)C(=O)O (3-chloroisoquinoline-5-carboxylic acid), CO (MeOH), S(=O)(Cl)Cl (thionyl chloride). Run at temperature 65 celsius, time 8 hour. Product: ClC=1N=CC=2C=CC=C(C2C1)C(=O)OC (Methyl 3-chloroisoquinoline-5-carboxylate). RXN SMILES: [Cl:1][C:2]1[N:3]=[CH:4][C:5]2[CH:6]=[CH:7][CH:8]=[C:9]([C:12]([OH:14])=[O:13])[C:10]=2[CH:11]=1.S(Cl)(Cl)=O.[CH3:19]O>>[Cl:1][C:2]1[N:3]=[CH:4][C:5]2[CH:6]=[CH:7][CH:8]=[C:9]([C:12]([O:14][CH3:19])=[O:13])[C:10]=2[CH:11]=1. Procedure details: A 20 mL microwave vial was charged with 3-chloroisoquinoline-5-carboxylic acid (1 g, 4.82 mmol) in 5 mL of MeOH and then was added with thionyl chloride (0.703 mL, 9.63 mmol). Stirred at 65° C. overnight and then concentrated in vacuo. Purified by silica gel chromatography (0-50% EtOAc in hexane) yielded Methyl 3-chloroisoquinoline-5-carboxylate (26-1).